This data is from the Open Reaction Database (ORD), a public repository of structured organic reaction records. The task is: describe an organic reaction: reactants, conditions, products, and yield The reactants are BrC1=CC=C(C=C1)C(=O)C1=CC(=C(C=C1)O)Cl ((4-Bromophenyl)(3-chloro-4-hydroxyphenyl)methanone), C1(CCCCCC1)=O (cycloheptanone), C(=O)([O-])[O-].[K+].[K+] (K2CO3). The reagents and catalysts are [Zn] (zinc), Cl[Ti](Cl)(Cl)Cl (TiCl4). Run in C1CCOC1 (THF), C1CCOC1 (THF). Reaction conditions: time 1.5 hour. The product is BrC1=CC=C(C=C1)C(C1=CC(=C(C=C1)O)Cl)=C1CCCCCC1 (4-[(4-Bromophenyl)(cycloheptylidene)methyl]-2-chlorophenol). The yield is 63.6%. RXN SMILES: [Br:1][C:2]1[CH:7]=[CH:6][C:5]([C:8]([C:10]2[CH:15]=[CH:14][C:13]([OH:16])=[C:12]([Cl:17])[CH:11]=2)=O)=[CH:4][CH:3]=1.[C:18]1(=O)[CH2:24][CH2:23][CH2:22][CH2:21][CH2:20][CH2:19]1.C([O-])([O-])=O.[K+].[K+]>C1COCC1.[Zn].Cl[Ti](Cl)(Cl)Cl>[Br:1][C:2]1[CH:7]=[CH:6][C:5]([C:8](=[C:18]2[CH2:24][CH2:23][CH2:22][CH2:21][CH2:20][CH2:19]2)[C:10]2[CH:15]=[CH:14][C:13]([OH:16])=[C:12]([Cl:17])[CH:11]=2)=[CH:4][CH:3]=1 |f:2.3.4|. Procedure details: To a stirred suspension of zinc powder (1.35 g, 20.5 mmol) in THF (40 mL) was slowly added TiCl4 (1.13 mL, 10.3 mmol) via syringe at room temperature under a nitrogen atmosphere. The mixture was heated at reflux for 2 h. A solution of (4-bromophenyl)(3-chloro-4-hydroxyphenyl)methanone (105) (0.80 g, 2.57 mmol) and cycloheptanone (0.89 g, 7.70 mmol) in THF (15 mL) was added to the mixture. The reaction mixture was heated at reflux with stirring under a nitrogen atmosphere for 1.5 h. The reaction ... The reactants are BrC=1C=CC=C2CCC(CC12)=O (8-Bromo-2-tetralone), C(CC)NCCC (dipropylamine), C(#N)[BH3-].[Na+] (sodium cyanoborohydride). Yields the product C(CC)N(C1CC2=C(C=CC=C2CC1)Br)CCC (2-Di-n-propylamino-8-bromo-1,2,3,4-tetrahydronaphthalene). Reaction SMILES: [Br:1][C:2]1[CH:3]=[CH:4][CH:5]=[C:6]2[C:11]=1[CH2:10][C:9](=O)[CH2:8][CH2:7]2.[CH2:13]([NH:16][CH2:17][CH2:18][CH3:19])[CH2:14][CH3:15].C([BH3-])#N.[Na+]>>[CH2:13]([N:16]([CH2:17][CH2:18][CH3:19])[CH:9]1[CH2:8][CH2:7][C:6]2[C:11](=[C:2]([Br:1])[CH:3]=[CH:4][CH:5]=2)[CH2:10]1)[CH2:14][CH3:15] |f:2.3|. Procedure: 8-Bromo-2-tetralone (28.8 gm, 128 mMol) was reacted with dipropylamine (34.3 mL, 250 mMol) and sodium cyanoborohydride (6.3 gm, 100 mMol) as described in Example 3 to give the title compound as a light yellow oil. The hydrochloride salt was formed and crystallization (acetone) gave colorless crystals (m.p.=150.5°-152° C.). Reactants: [BH3-]C#N, CO, CC(C)[O-], CC(C)[O-], CC(C)[O-], CC(C)[O-], Cc1cc2c(cc1F)[nH]c(=O)n2C1CCNCC1, [Na+], O=C1CCOCC1, [Ti+4]. Product: Cc1cc2c(cc1F)[nH]c(=O)n2C1CCN(C2CCOCC2)CC1. As a reaction SMILES: [C:26]([BH3-:27])#[N:28].[CH3:30][OH:31].[CH3:32][CH:33]([CH3:34])[O-:35].[CH3:36][CH:37]([CH3:38])[O-:39].[CH3:40][CH:41]([CH3:42])[O-:43].[CH3:44][CH:45]([CH3:46])[O-:47].[F:1][c:2]1[cH:3][c:4]2[c:5]([n:6]([CH:10]3[CH2:11][CH2:12][NH:13][CH2:14][CH2:15]3)[c:7](=[O:9])[nH:8]2)[cH:16][c:17]1[CH3:18].[Na+:29].[O:19]1[CH2:20][CH2:21][C:22](=[O:25])[CH2:23][CH2:24]1.[Ti+4:48]>>[F:1][c:2]1[cH:3][c:4]2[c:5]([n:6]([CH:10]3[CH2:11][CH2:12][N:13]([CH:22]4[CH2:21][CH2:20][O:19][CH2:24][CH2:23]4)[CH2:14][CH2:15]3)[c:7](=[O:9])[nH:8]2)[cH:16][c:17]1[CH3:18].